This data is from the Open Reaction Database (ORD), a public repository of structured organic reaction records. The task is: describe an organic reaction: reactants, conditions, products, and yield The reactants are BrC1C(NC(CCC1)C1=CC=CC=C1)=O (3-Bromo-7-phenylperhydroazepin-2-one), ICC(=O)OC(C)(C)C (t-butyl iodoacetate), [H-].[Na+] (sodium hydride). Run in O1CCCC1 (tetrahydrofuran), O1CCCC1 (tetrahydrofuran). Product: BrC1C(N(C(CCC1)C1=CC=CC=C1)CC(=O)OC(C)(C)C)=O (3-bromo-1-t-butoxycarbonylmethyl-7-phenylperhydroazepin-2-one). As a reaction SMILES: [Br:1][CH:2]1[CH2:8][CH2:7][CH2:6][CH:5]([C:9]2[CH:14]=[CH:13][CH:12]=[CH:11][CH:10]=2)[NH:4][C:3]1=[O:15].I[CH2:17][C:18]([O:20][C:21]([CH3:24])([CH3:23])[CH3:22])=[O:19].[H-].[Na+]>O1CCCC1>[Br:1][CH:2]1[CH2:8][CH2:7][CH2:6][CH:5]([C:9]2[CH:14]=[CH:13][CH:12]=[CH:11][CH:10]=2)[N:4]([CH2:17][C:18]([O:20][C:21]([CH3:24])([CH3:23])[CH3:22])=[O:19])[C:3]1=[O:15] |f:2.3|. Reported procedure: A solution of 15.5 g of the lactam from Step A and 14.7 t-butyl iodoacetate in 150 ml tetrahydrofuran was added dropwise to a slurry of 1.45 g sodium hydride in 20 ml tetrahydrofuran. After 3 hr at room temperature the reaction was quenched by the addition of 15 ml sat. NH4Cl solution. The mixture was filtered and concentrated and the residue partitioned between CHCl3 and H2O. The crude product was obtained after drying and concentrating the CHCl3 solution. Chromatography over silica gel with he... Reactants: CC1=C(C(=NO1)C1=CC=CC=C1)C=1N=C2N(C=CC(=C2)C(=O)O)C1 (2-(5-methyl-3-phenyl-isoxazol-4-yl)-imidazo[1,2-a]pyridine-7-carboxylic acid), C1(CCCC1)N (cyclopentylamine). Product: C1(CCCC1)NC(=O)C1=CC=2N(C=C1)C=C(N2)C=2C(=NOC2C)C2=CC=CC=C2 (2-(5-Methyl-3-phenyl-isoxazol-4-yl)-imidazo[1,2-a]pyridine-7-carboxylic acid cyclopentylamide). Yield: 73.0%. Reaction SMILES: [CH3:1][C:2]1[O:6][N:5]=[C:4]([C:7]2[CH:12]=[CH:11][CH:10]=[CH:9][CH:8]=2)[C:3]=1[C:13]1[N:14]=[C:15]2[CH:20]=[C:19]([C:21]([OH:23])=O)[CH:18]=[CH:17][N:16]2[CH:24]=1.[CH:25]1([NH2:30])[CH2:29][CH2:28][CH2:27][CH2:26]1>>[CH:25]1([NH:30][C:21]([C:19]2[CH:18]=[CH:17][N:16]3[CH:24]=[C:13]([C:3]4[C:4]([C:7]5[CH:12]=[CH:11][CH:10]=[CH:9][CH:8]=5)=[N:5][O:6][C:2]=4[CH3:1])[N:14]=[C:15]3[CH:20]=2)=[O:23])[CH2:29][CH2:28][CH2:27][CH2:26]1. Procedure: As described for Example 11b, 2-(5-methyl-3-phenyl-isoxazol-4-yl)-imidazo[1,2-a]pyridine-7-carboxylic acid (96 mg, 0.3 mmol) was converted, using cyclopentylamine instead of aminomethylcyclopropane, to the title compound (84 mg, 73%) which was obtained as a light yellow foam. MS: m/e=387.3 [M+H]+.